Task: describe an organic reaction: reactants, conditions, products, and yield. Dataset: the Open Reaction Database (ORD), a public repository of structured organic reaction records The reactants are NC1=C(C#N)C(=CC=C1)OC1CCN(CC1)C(C(C)C)=O (2-amino-6-((1-isobutyrylpiperidin-4-yl)oxy)benzonitrile), C(CC(=O)C)(=O)OCC (ethyl acetoacetate). Product: NC1=C(C(=NC2=CC=CC(=C12)OC1CCN(CC1)C(C(C)C)=O)C)C(=O)OCC (ethyl 4-amino-5-((1-isobutyrylpiperidin-4-yl)oxy)-2-methylquinoline-3-carboxylate). RXN SMILES: [NH2:1][C:2]1[CH:9]=[CH:8][CH:7]=[C:6]([O:10][CH:11]2[CH2:16][CH2:15][N:14]([C:17](=[O:21])[CH:18]([CH3:20])[CH3:19])[CH2:13][CH2:12]2)[C:3]=1[C:4]#[N:5].[C:22]([O:28][CH2:29][CH3:30])(=[O:27])[CH2:23][C:24]([CH3:26])=O>>[NH2:5][C:4]1[C:3]2[C:2](=[CH:9][CH:8]=[CH:7][C:6]=2[O:10][CH:11]2[CH2:16][CH2:15][N:14]([C:17](=[O:21])[CH:18]([CH3:19])[CH3:20])[CH2:13][CH2:12]2)[N:1]=[C:24]([CH3:26])[C:23]=1[C:22]([O:28][CH2:29][CH3:30])=[O:27]. Procedure details: Prepared as in Example 2a from 2-amino-6-((1-isobutyrylpiperidin-4-yl)oxy)benzonitrile (Example 143b) and ethyl acetoacetate as an off-white solid (82%). MS 400 (MH+).